From a dataset of the Open Reaction Database (ORD), a public repository of structured organic reaction records. describe an organic reaction: reactants, conditions, products, and yield Starting materials: CCC(=O)n1c(=O)oc2ccccc21, COCCOCC=O. The product is COCCOCC(O)C(C)C(=O)n1c(=O)oc2ccccc21. As a reaction SMILES: [C:1]([CH2:2][CH3:3])(=[O:4])[n:5]1[c:6](=[O:14])[o:7][c:8]2[c:9]1[cH:10][cH:11][cH:12][cH:13]2.[CH3:15][O:16][CH2:17][CH2:18][O:19][CH2:20][CH:21]=[O:22]>>[C:1]([CH:2]([CH3:3])[CH:21]([CH2:20][O:19][CH2:18][CH2:17][O:16][CH3:15])[OH:22])(=[O:4])[n:5]1[c:6](=[O:14])[o:7][c:8]2[c:9]1[cH:10][cH:11][cH:12][cH:13]2.